Task: describe an organic reaction: reactants, conditions, products, and yield. Dataset: the Open Reaction Database (ORD), a public repository of structured organic reaction records Reactants: CCCOS(=O)(=O)OCCC, Cc1ccccc1, CN1CCCCC1. The product is CCCOS(=O)(=O)[O-], CCCC1CCC[NH+](C)C1. RXN SMILES: [CH2:8]([CH2:9][CH3:10])[O:11][S:12]([O:13][CH2:14][CH2:15][CH3:16])(=[O:17])=[O:18].[CH3:19][c:20]1[cH:21][cH:22][cH:23][cH:24][cH:25]1.[CH3:1][N:2]1[CH2:3][CH2:4][CH2:5][CH2:6][CH2:7]1>>[CH2:8]([CH2:9][CH3:10])[O:11][S:12](=[O:13])(=[O:17])[O-:18].[CH3:1][NH+:2]1[CH2:3][CH:4]([CH2:14][CH2:15][CH3:16])[CH2:5][CH2:6][CH2:7]1. Reactants: O1C(=NCC1)C1=C(OC(CCC(=O)OCC)C2=C(C=CC=C2)C)C=C(C=C1)OCC1=CSC=C1 (ethyl (RS)-4-[2-(4,5-dihydrooxazol-2-yl)-5- (3-thienylmethoxy)phenoxy]-4-(2-methylphenyl)butanoate). The reagents and catalysts are [O-2].[O-2].[O-2].[Ni+3].[Ni+3] (nickel peroxide). Solvent: C1(=CC=CC=C1)C (toluene). Run at time 16 hour. Product: O1C(=NC=C1)C1=C(OC(CCC(=O)OCC)C2=C(C=CC=C2)C)C=C(C=C1)OCC1=CSC=C1 (ethyl (RS)-4-[2-(oxazol-2-yl)-5-(3-thienylmethoxy)phenoxy]-4-(2-methylphenyl)butanoate). Yield: 15.6%. As a reaction SMILES: [O:1]1[CH2:5][CH2:4][N:3]=[C:2]1[C:6]1[CH:27]=[CH:26][C:25]([O:28][CH2:29][C:30]2[CH:34]=[CH:33][S:32][CH:31]=2)=[CH:24][C:7]=1[O:8][CH:9]([C:17]1[CH:22]=[CH:21][CH:20]=[CH:19][C:18]=1[CH3:23])[CH2:10][CH2:11][C:12]([O:14][CH2:15][CH3:16])=[O:13]>C1(C)C=CC=CC=1.[O-2].[O-2].[O-2].[Ni+3].[Ni+3]>[O:1]1[CH:5]=[CH:4][N:3]=[C:2]1[C:6]1[CH:27]=[CH:26][C:25]([O:28][CH2:29][C:30]2[CH:34]=[CH:33][S:32][CH:31]=2)=[CH:24][C:7]=1[O:8][CH:9]([C:17]1[CH:22]=[CH:21][CH:20]=[CH:19][C:18]=1[CH3:23])[CH2:10][CH2:11][C:12]([O:14][CH2:15][CH3:16])=[O:13] |f:2.3.4.5.6|. Reported procedure: A solution of ethyl (RS)-4-[2-(4,5-dihydrooxazol-2-yl)-5- (3-thienylmethoxy)phenoxy]-4-(2-methylphenyl)butanoate (900 mg) and nickel peroxide (5.04 g) in toluene (50 mL) is stirred at 100° C. for 2 hours. The reaction is left at ambient temperature for 16 hours then filtered through a pad of hyflo and the filtrate concentrated in vacuo. The residue is purified by flash chromatography on silica eluting with a mixture of ethyl acetate and cyclohexane (15:85 v/v). Fractions homogeneous in the requi... Starting materials: C(C)(C)[C@H](C(=O)N1C(OC[C@H]1CC1=CC=CC=C1)=O)CC1=CC=C(C=C1)C(C)(C)C (3-[2(R)-isopropyl-3-(p-tert-butyl-phenyl)-propanoyl]-4(R)-benzyl-oxazolidin-2-one), [H-].[H-].[H-].[H-].[Li+].[Al+3] (LiAlH4), C(C)(=O)OCC (ethyl acetate), mixture, S(O)(O)(=O)=O (sulfuric acid). Run in O1CCCC1 (tetrahydrofuran), O1CCCC1 (tetrahydrofuran), O1CCCC1.O (tetrahydrofuran water). Run at temperature 0 celsius. The product is C(C)(C)[C@H](CO)CC1=CC=C(C=C1)C(C)(C)C (2(R)-Isopropyl-3-(p-tert-butyl-phenyl)-propanol). Reaction SMILES: [CH:1]([C@@H:4]([CH2:20][C:21]1[CH:26]=[CH:25][C:24]([C:27]([CH3:30])([CH3:29])[CH3:28])=[CH:23][CH:22]=1)[C:5](N1[C@H](CC2C=CC=CC=2)COC1=O)=[O:6])([CH3:3])[CH3:2].[H-].[H-].[H-].[H-].[Li+].[Al+3].C(OCC)(=O)C.S(=O)(=O)(O)O>O1CCCC1.O1CCCC1.O>[CH:1]([C@@H:4]([CH2:20][C:21]1[CH:22]=[CH:23][C:24]([C:27]([CH3:29])([CH3:28])[CH3:30])=[CH:25][CH:26]=1)[CH2:5][OH:6])([CH3:3])[CH3:2] |f:1.2.3.4.5.6,10.11|. Procedure details: With stirring at 0° C., a solution of 8.63 g of 3-[2(R)-isopropyl-3-(p-tert-butyl-phenyl)-propanoyl]-4(R)-benzyl-oxazolidin-2-one in 40 ml of tetrahydrofuran is added dropwise to a suspension of 2.41 g of LiAlH4 in 160 ml of tetrahydrofuran. The reaction mixture is stirred for a further 4 hours at 0° C. and then, at 0° C., 5 ml of ethyl acetate, 30 ml of a mixture of tetrahydrofuran/water=1:1 and then 80 ml of 2N sulfuric acid are added in succession thereto. The suspension is extracted with eth... Starting materials: Cl (HCl), N1CCC2=CC=CC=C12 (indoline), C1(CCC(=O)O1)=O (succinic anhydride), Initiator I. Run in N1=CC=CC=C1 (pyridine). Yields the product N1(CCC2=CC=CC=C12)C(CCC(=O)O)=O (4-(Indolin-1-yl)-4-oxobutanoic acid). Isolated yield 84.3%. Reaction SMILES: [NH:1]1[C:9]2[C:4](=[CH:5][CH:6]=[CH:7][CH:8]=2)[CH2:3][CH2:2]1.[C:10]1(=[O:16])[O:15][C:13](=[O:14])[CH2:12][CH2:11]1.Cl>N1C=CC=CC=1>[N:1]1([C:10](=[O:16])[CH2:11][CH2:12][C:13]([OH:15])=[O:14])[C:9]2[C:4](=[CH:5][CH:6]=[CH:7][CH:8]=2)[CH2:3][CH2:2]1. Procedure details: The procedure was modified from the reported one. In a 20 mL microwave reaction tube equipped with a magnetic stirring bar, indoline (1.196 g, 10 mmol), succinic anhydride (1.004 g, 10 mmol) and pyridine (8 mL) was mixed at room temperature. The tube was capped and irradiated in the microwave reactor (Biotage Initiator I) at 90° C. for 20 minutes. The reaction mixture was acidified to pH=1 using 2 M HCl. The resulting precipitate was filtered, washed with water and dried under high vacuum to aff... The reactants are COc1ccc(Cn2nc(OC)c3cc(Br)cnc32)cc1, CC(C)(C)OC(N)=O, O=C([O-])[O-], C1CCOC1, [Cs+], [Cs+], CC1(C)c2cccc(P(c3ccccc3)c3ccccc3)c2Oc2c(P(c3ccccc3)c3ccccc3)cccc21. The product is COc1ccc(Cn2nc(OC)c3cc(NC(=O)OC(C)(C)C)cnc32)cc1. RXN SMILES: [Br:1][c:2]1[cH:3][c:4]2[c:5]([n:6][cH:7]1)[n:8]([CH2:13][c:14]1[cH:15][cH:16][c:17]([O:20][CH3:21])[cH:18][cH:19]1)[n:9][c:10]2[O:11][CH3:12].[C:22]([NH2:23])([O:24][C:25]([CH3:26])([CH3:27])[CH3:28])=[O:29].[C:30](=[O:31])([O-:32])[O-:33].[CH2:78]1[O:79][CH2:80][CH2:81][CH2:82]1.[Cs+:34].[Cs+:35].[c:36]1([P:37]([c:38]2[cH:39][cH:40][cH:41][cH:42][cH:43]2)[c:44]2[c:45]3[c:69]([cH:70][cH:71][cH:72]2)[C:66]([CH3:67])([CH3:68])[c:48]2[c:47]([c:52]([P:53]([c:54]4[cH:55][cH:56][cH:57][cH:58][cH:59]4)[c:60]4[cH:61][cH:62][cH:63][cH:64][cH:65]4)[cH:51][cH:50][cH:49]2)[O:46]3)[cH:73][cH:74][cH:75][cH:76][cH:77]1>>[c:2]1([NH:23][C:22]([O:24][C:25]([CH3:26])([CH3:27])[CH3:28])=[O:29])[cH:3][c:4]2[c:5]([n:6][cH:7]1)[n:8]([CH2:13][c:14]1[cH:15][cH:16][c:17]([O:20][CH3:21])[cH:18][cH:19]1)[n:9][c:10]2[O:11][CH3:12]. Reactants: CC(=O)OC(C)=O, CN(C)c1ccncc1, Cc1cc([N+](=O)[O-])c(Cl)cc1N, ClCCl. The product is CC(=O)Nc1cc(Cl)c([N+](=O)[O-])cc1C. Reaction SMILES: [CH3:13][C:14](=[O:15])[O:16][C:17](=[O:18])[CH3:19].[CH3:20][N:21]([CH3:22])[c:23]1[cH:24][cH:25][n:26][cH:27][cH:28]1.[Cl:1][c:2]1[c:3]([N+:10](=[O:11])[O-:12])[cH:4][c:5]([CH3:9])[c:6]([NH2:7])[cH:8]1.[Cl:29][CH2:30][Cl:31]>>[Cl:1][c:2]1[c:3]([N+:10](=[O:11])[O-:12])[cH:4][c:5]([CH3:9])[c:6]([NH:7][C:14]([CH3:13])=[O:15])[cH:8]1. Starting materials: C(C)(C)(C)NC(=S)NC(CC1=CN=CS1)CO (N-(tert-butyl)-N′-[(1RS)-1-hydroxymethyl-2-(5-thiazolyl)ethyl]thiourea), Cl (hydrochloric acid). Conditions: temperature 110 celsius. Procedure: a solution of 0.56 g of N-(tert-butyl)-N′-[(1RS)-1-hydroxymethyl-2-(5-thiazolyl)ethyl]thiourea in 5.5 cm3 of 6N hydrochloric acid is heated at a temperature in the region of 110° C. for 3 hours. The reaction medium is concentrated under reduced pressure (1 kPa) at a temperature in the region of 60° C., taken up in 4 cm3 of ethanol and 6 cm3 of diethyl ether and evaporated under the same conditions as above. The residue is taken up in 6 cm3 of ethanol and filtered, and the solid is dried in a des... Reaction SMILES: C([NH:5][C:6]([NH:8][CH:9]([CH2:16]O)[CH2:10][C:11]1[S:15][CH:14]=[N:13][CH:12]=1)=[S:7])(C)(C)C.[ClH:18]>>[ClH:18].[ClH:18].[S:15]1[C:11]([CH2:10][CH:9]2[CH2:16][S:7][C:6]([NH2:5])=[N:8]2)=[CH:12][N:13]=[CH:14]1 |f:2.3.4|. Product: Cl.Cl.S1C=NC=C1CC1N=C(SC1)N ((4RS)-4-(5-thiazolylmethyl)-4,5-dihydro-thiazol-2-ylamine dihydrochloride).